From a dataset of the Open Reaction Database (ORD), a public repository of structured organic reaction records. describe an organic reaction: reactants, conditions, products, and yield The reactants are [N+](=O)([O-])C=1C=CC2=C(SCCN2CCN2[C@@H](CCC2)C(=O)OC(C)(C)C)C1 ((S)-tert-butyl 1-(2-(7-nitro-2H-benzo[b][1,4]thiazin-4(3H)-yl)ethyl)pyrrolidine-2-carboxylate), N (NH3), CCO (EtOH), I.S1C(=CC=C1)C(=N)SC (methyl thiophene-2-carbimidothioate hydroiodide). The reagents and catalysts are [Pd] (palladium on activated carbon). Solvent: C(Cl)Cl (CH2Cl2), C(Cl)Cl (CH2Cl2), CO (MeOH), CO (MeOH). Product: C(C)(C)(C)OC(=O)[C@H]1N(CCC1)CCN1C2=C(SCC1)C=C(C=C2)NC(=N)C=2SC=CC2 ((S)-tert-Butyl-1-(2-(7-(thiophene-2-carboximidamido)-2H-benzo[b][1,4]thiazin-4(3H)-yl)ethyl)pyrrolidine-2-carboxylate). The yield is 63.1%. As a reaction SMILES: [N+:1]([C:4]1[CH:5]=[CH:6][C:7]2[N:12]([CH2:13][CH2:14][N:15]3[CH2:19][CH2:18][CH2:17][C@H:16]3[C:20]([O:22][C:23]([CH3:26])([CH3:25])[CH3:24])=[O:21])[CH2:11][CH2:10][S:9][C:8]=2[CH:27]=1)([O-])=O.CCO.I.[S:32]1[CH:36]=[CH:35][CH:34]=[C:33]1[C:37](SC)=[NH:38].N>[Pd].CO.C(Cl)Cl>[C:23]([O:22][C:20]([C@@H:16]1[CH2:17][CH2:18][CH2:19][N:15]1[CH2:14][CH2:13][N:12]1[CH2:11][CH2:10][S:9][C:8]2[CH:27]=[C:4]([NH:1][C:37]([C:33]3[S:32][CH:36]=[CH:35][CH:34]=3)=[NH:38])[CH:5]=[CH:6][C:7]1=2)=[O:21])([CH3:26])([CH3:25])[CH3:24] |f:2.3|. Procedure details: A round bottom flask containing (S)-tert-butyl 1-(2-(7-nitro-2H-benzo[b][1,4]thiazin-4(3H)-yl)ethyl)pyrrolidine-2-carboxylate (525 mg, 1.334 mmol) was purged with argon. This flask was charged with palladium on activated carbon (10% wt; 142 mg, 0.133 mmol) followed by EtOH (25 mL). The resulting suspension was evacuated using a pump, and hydrogen was let into the system via a balloon. The mixture was stirred under a balloon filled with hydrogen for 2 hours. At this time, the hydrogen balloon was... Reactants: COc1cc(N)ccc1OC1CN(C(=O)OC(C)(C)C)C1, C[Al](C)C, COC(=O)c1sc(-c2ccc(Cl)cc2)cc1C#C[Si](C)(C)C, Cc1ccccc1. The product is COc1cc(NC(=O)c2sc(-c3ccc(Cl)cc3)cc2C#C[Si](C)(C)C)ccc1OC1CN(C(=O)OC(C)(C)C)C1. RXN SMILES: [C:1]([CH3:2])([CH3:3])([CH3:4])[O:5][C:6](=[O:7])[N:8]1[CH2:9][CH:10]([O:12][c:13]2[c:14]([O:20][CH3:21])[cH:15][c:16]([NH2:19])[cH:17][cH:18]2)[CH2:11]1.[CH3:22][Al:23]([CH3:24])[CH3:25].[CH3:26][O:27][C:28](=[O:29])[c:30]1[s:31][c:32](-[c:41]2[cH:42][cH:43][c:44]([Cl:47])[cH:45][cH:46]2)[cH:33][c:34]1[C:35]#[C:36][Si:37]([CH3:38])([CH3:39])[CH3:40].[CH3:48][c:49]1[cH:50][cH:51][cH:52][cH:53][cH:54]1>>[C:1]([CH3:2])([CH3:3])([CH3:4])[O:5][C:6](=[O:7])[N:8]1[CH2:9][CH:10]([O:12][c:13]2[c:14]([O:20][CH3:21])[cH:15][c:16]([NH:19][C:28](=[O:27])[c:30]3[s:31][c:32](-[c:41]4[cH:42][cH:43][c:44]([Cl:47])[cH:45][cH:46]4)[cH:33][c:34]3[C:35]#[C:36][Si:37]([CH3:38])([CH3:39])[CH3:40])[cH:17][cH:18]2)[CH2:11]1. The product is CN(Cc1cc(-c2cccs2)n(S(=O)(=O)c2cccnc2)c1)C(=O)OC(C)(C)C. The reactants are CN(Cc1cc(Br)n(S(=O)(=O)c2cccnc2)c1)C(=O)OC(C)(C)C, CCCC[Sn](CCCC)(CCCC)c1cccs1, Cc1ccccc1, c1ccc(P(c2ccccc2)(c2ccccc2)[Pd](P(c2ccccc2)(c2ccccc2)c2ccccc2)(P(c2ccccc2)(c2ccccc2)c2ccccc2)P(c2ccccc2)(c2ccccc2)c2ccccc2)cc1. Reaction SMILES: [C:19]([CH3:20])([CH3:21])([CH3:22])[O:23][C:24]([N:25]([CH3:26])[CH2:27][c:28]1[cH:29][n:30]([S:34](=[O:35])(=[O:36])[c:37]2[cH:38][n:39][cH:40][cH:41][cH:42]2)[c:31]([Br:33])[cH:32]1)=[O:43].[CH2:1]([Sn:2]([CH2:3][CH2:4][CH2:5][CH3:11])([c:6]1[s:7][cH:8][cH:9][cH:10]1)[CH2:12][CH2:13][CH2:14][CH3:15])[CH2:16][CH2:17][CH3:18].[CH3:44][c:45]1[cH:46][cH:47][cH:48][cH:49][cH:50]1.[cH:51]1[cH:52][cH:53][c:54]([P:55]([Pd:56]([P:57]([c:58]2[cH:59][cH:60][cH:61][cH:62][cH:63]2)([c:64]2[cH:65][cH:66][cH:67][cH:68][cH:69]2)[c:70]2[cH:71][cH:72][cH:73][cH:74][cH:75]2)([P:76]([c:77]2[cH:78][cH:79][cH:80][cH:81][cH:82]2)([c:83]2[cH:84][cH:85][cH:86][cH:87][cH:88]2)[c:89]2[cH:90][cH:91][cH:92][cH:93][cH:94]2)[P:95]([c:96]2[cH:97][cH:98][cH:99][cH:100][cH:101]2)([c:102]2[cH:103][cH:104][cH:105][cH:106][cH:107]2)[c:108]2[cH:109][cH:110][cH:111][cH:112][cH:113]2)([c:114]2[cH:115][cH:116][cH:117][cH:118][cH:119]2)[c:120]2[cH:121][cH:122][cH:123][cH:124][cH:125]2)[cH:126][cH:127]1>>[c:6]1(-[c:31]2[n:30]([S:34](=[O:35])(=[O:36])[c:37]3[cH:38][n:39][cH:40][cH:41][cH:42]3)[cH:29][c:28]([CH2:27][N:25]([C:24]([O:23][C:19]([CH3:20])([CH3:21])[CH3:22])=[O:43])[CH3:26])[cH:32]2)[s:7][cH:8][cH:9][cH:10]1. The reactants are [N+](=O)([O-])C1=C(C=CC=C1)N(C1=CC(=C(C=C1)C#N)Cl)C1=C(C=CC=C1)[N+](=O)[O-] (N,N-Bis(2-nitrophenyl)-3-chloro-4-cyanoaniline). Reagents/catalysts: [Pd] (palladium on carbon). The solvent is C(C)O (ethanol). The product is Cl.NC1=C(C=CC=C1)N(C1=CC(=C(C=C1)C#N)Cl)C1=C(C=CC=C1)N (N,N-Bis(2-aminophenyl)-3-chloro-4-cyanoaniline Hydrochloride). As a reaction SMILES: [N+:1]([C:4]1[CH:9]=[CH:8][CH:7]=[CH:6][C:5]=1[N:10]([C:20]1[CH:25]=[CH:24][CH:23]=[CH:22][C:21]=1[N+:26]([O-])=O)[C:11]1[CH:16]=[CH:15][C:14]([C:17]#[N:18])=[C:13]([Cl:19])[CH:12]=1)([O-])=O>[Pd].C(O)C>[ClH:19].[NH2:1][C:4]1[CH:9]=[CH:8][CH:7]=[CH:6][C:5]=1[N:10]([C:20]1[CH:25]=[CH:24][CH:23]=[CH:22][C:21]=1[NH2:26])[C:11]1[CH:16]=[CH:15][C:14]([C:17]#[N:18])=[C:13]([Cl:19])[CH:12]=1 |f:3.4|. Procedure details: N,N-Bis(2-nitrophenyl)-3-chloro-4-cyanoaniline, palladium on carbon (0.70 g, 5%), ethanol (100 ml) was stirred under hydrogen until 2.5 l was consumed. The reaction mixture was filtered through a celite pad, hydrogen chloride in methanol (4M, 30 ml) was added and the solvent was removed by evaporation. The residue was triturated with ethyl acetate to leave the crystalline product. Yield 3.8 g, 53%. M.p. 184-187° C.